Dataset: the Open Reaction Database (ORD), a public repository of structured organic reaction records. Task: describe an organic reaction: reactants, conditions, products, and yield Reactants: COC(C1=CC=C(C=C1)\C=C\C(=O)C1=C(C=C(C=C1)Cl)NC1=CC=CC=C1)=O (4-[(E)-3-(4-chloro-2-phenylamino-phenyl)-3-oxo-propenyl]-benzoic acid methyl ester). The solvent is C(C)(=O)OCC (ethyl acetate). Run at time 1 hour. The product is COC(C1=CC=C(C=C1)CCC(=O)C1=C(C=C(C=C1)Cl)NC1=CC=CC=C1)=O (4-[3-(4-chloro-2-phenylamino-phenyl)-3-oxo-propyl]-benzoic acid methyl ester). Yield: 99.7%. As a reaction SMILES: [CH3:1][O:2][C:3](=[O:28])[C:4]1[CH:9]=[CH:8][C:7](/[CH:10]=[CH:11]/[C:12]([C:14]2[CH:19]=[CH:18][C:17]([Cl:20])=[CH:16][C:15]=2[NH:21][C:22]2[CH:27]=[CH:26][CH:25]=[CH:24][CH:23]=2)=[O:13])=[CH:6][CH:5]=1>C(OCC)(=O)C>[CH3:1][O:2][C:3](=[O:28])[C:4]1[CH:5]=[CH:6][C:7]([CH2:10][CH2:11][C:12]([C:14]2[CH:19]=[CH:18][C:17]([Cl:20])=[CH:16][C:15]=2[NH:21][C:22]2[CH:27]=[CH:26][CH:25]=[CH:24][CH:23]=2)=[O:13])=[CH:8][CH:9]=1. Procedure: A 500 mL round-bottomed flask equipped with a stirrer was charged with 4-[(E)-3-(4-chloro-2-phenylamino-phenyl)-3-oxo-propenyl]-benzoic acid methyl ester (5.5 g, 14.0 mmol) and ethyl acetate (100 mL). The resulting mixture was stirred under a hydrogen atmosphere for 1 h. At this time, the catalyst was removed by filtration and washed with ethyl acetate. The filtrates were concentrated in vacuo to afford 4-[3-(4-chloro-2-phenylamino-phenyl)-3-oxo-propyl]-benzoic acid methyl ester (5.5 g, 99.5%) a... The reactants are NC1=C(C=C(OCC(=O)OCC)C=C1)CO (ethyl 2-(4-amino-3-(hydroxymethyl)phenoxy)acetate), C1=CN(C=N1)C(=O)N2C=CN=C2 (CDI). Solvent: O (water), C1CCOC1 (THF). Reaction conditions: time 2 hour. The product is O=C1OCC2=C(N1)C=CC(=C2)OCC(=O)OCC (ethyl 2-((2-oxo-2,4-dihydro-1H-benzo[d][1,3]oxazin-6-yl)oxy)acetate). The yield is 13.4%. RXN SMILES: [NH2:1][C:2]1[CH:14]=[CH:13][C:5]([O:6][CH2:7][C:8]([O:10][CH2:11][CH3:12])=[O:9])=[CH:4][C:3]=1[CH2:15][OH:16].C1N=CN([C:22](N2C=NC=C2)=[O:23])C=1>C1COCC1.O>[O:23]=[C:22]1[NH:1][C:2]2[CH:14]=[CH:13][C:5]([O:6][CH2:7][C:8]([O:10][CH2:11][CH3:12])=[O:9])=[CH:4][C:3]=2[CH2:15][O:16]1. Procedure details: To a solution of ethyl 2-(4-amino-3-(hydroxymethyl)phenoxy)acetate (0.2 g, 0.888 mmol) in THF (5 mL) was added CDI (0.216 g, 1.332 mmol) at 0° C. and stirred at RT for 2 h. The reaction mixture was diluted with water and extracted with ethyl acetate. The organic layer washed with brine, dried over sodium sulfate and concentrated. The crude product was purified by flash chromatography on silica gel using hexane/ethyl acetate as eluent to yield ethyl 2-((2-oxo-2,4-dihydro-1H-benzo[d][1,3]oxazin-6-... Product: CN(C1CC=2C=3C(C=C(OCC13)C=O)=CN(C2)[Si](C(C)C)(C(C)C)C(C)C)C (8-Dimethylamino-2-triisopropylsilanyl-2,7,8,9-tetrahydro-6-oxa-2-azabenzo[cd]-azulene-5-carbaldehyde). Conditions: time 1 hour. Reported procedure: A solution of compound (42) 750 mg in dry tetrahydrofuran 7 ml was cooled at −70° C. and n-BuLi (1.56 mol/l hexane solution) 2.2 ml was added dropwise to the solution. The mixture was stirred for 1 h. Dimethylformamide 257 μl was added and the mixture was stirred for 2 h. The reaction mixtures was diluted with an aqueous ammonium chloride solution and extracted with ethyl acetate. The extracts were washed with brine, dried over anhydrous magnesium sulfate and concentrated under reduced pressure.... As a reaction SMILES: Br[C:2]1[O:11][CH2:10][C:9]2[CH:8]([N:12]([CH3:14])[CH3:13])[CH2:7][C:6]3=[CH:15][N:16]([Si:18]([CH:25]([CH3:27])[CH3:26])([CH:22]([CH3:24])[CH3:23])[CH:19]([CH3:21])[CH3:20])[CH:17]=[C:4]([C:5]=23)[CH:3]=1.[Li]CCCC.CN(C)[CH:35]=[O:36]>O1CCCC1.[Cl-].[NH4+]>[CH3:13][N:12]([CH3:14])[CH:8]1[C:9]2[CH2:10][O:11][C:2]([CH:35]=[O:36])=[CH:3][C:4]3=[CH:17][N:16]([Si:18]([CH:22]([CH3:24])[CH3:23])([CH:25]([CH3:26])[CH3:27])[CH:19]([CH3:20])[CH3:21])[CH:15]=[C:6]([C:5]=23)[CH2:7]1 |f:4.5|. Run in [Cl-].[NH4+] (ammonium chloride), O1CCCC1 (tetrahydrofuran). The reactants are [Li]CCCC (n-BuLi), BrC1=CC=2C=3C(CC(C3CO1)N(C)C)=CN(C2)[Si](C(C)C)(C(C)C)C(C)C ((5-Bromo-2-triisopropylsilanyl-2,7,8,9-tetrahydro-6-oxa-2-azabenzo[cd]azulen-8-yl)dimethylamine), CN(C=O)C (Dimethylformamide). The yield is 59.0%. The reactants are CCC1(CC(=NO)C(=O)OC)CCCN2CCc3c([nH]c4ccccc34)C21, CCO, [Na+], [OH-], O, O=C(O)CC(O)(CC(=O)O)C(=O)O. Yields the product CCC1(CC(=NO)C(=O)O)CCCN2CCc3c([nH]c4ccccc34)C21. As a reaction SMILES: [CH2:1]([CH3:2])[C:3]1([CH2:20][C:21](=[N:22][OH:23])[C:24](=[O:25])[O:26][CH3:27])[CH2:4][CH2:5][CH2:6][N:7]2[CH2:8][CH2:9][c:10]3[c:11]([nH:13][c:14]4[cH:15][cH:16][cH:17][cH:18][c:19]34)[CH:12]12.[CH3:30][CH2:31][OH:32].[Na+:29].[OH-:28].[OH2:46].[OH:33][C:34]([CH2:35][C:36]([C:37](=[O:38])[OH:39])([CH2:40][C:41](=[O:42])[OH:43])[OH:44])=[O:45]>>[CH2:1]([CH3:2])[C:3]1([CH2:20][C:21](=[N:22][OH:23])[C:24](=[O:25])[OH:26])[CH2:4][CH2:5][CH2:6][N:7]2[CH2:8][CH2:9][c:10]3[c:11]([nH:13][c:14]4[cH:15][cH:16][cH:17][cH:18][c:19]34)[CH:12]12. Starting materials: CC(C#C/C=C/CN(C)CC=1C=C(C=O)C=CC1)(C)C (trans-3-[N-(6,6-Dimethyl-2-hepten-4-ynyl)-N-methylaminomethyl]benzaldehyde), ice water, C(CCC)[Li] (n-butyl lithium), CCCCCC (n-hexane), [I-].C(C)(C)[P+](C1=CC=CC=C1)(C1=CC=CC=C1)C1=CC=CC=C1 (Isopropyltriphenylphosphonium iodide). The solvent is C1=CC=CC=C1 (benzene), C1=CC=CC=C1 (benzene). The product is CC(C#C/C=C/CN(C)CC1=CC(=CC=C1)C=C(C)C)(C)C (trans-N-(6,6-Dimethyl-2-hepten-4-ynyl)-N-methyl-[3-(2-methyl-1-propenyl)benzyl]amine). Yield: 24.2%. RXN SMILES: [I-].[CH:2]([P+](C1C=CC=CC=1)(C1C=CC=CC=1)C1C=CC=CC=1)([CH3:4])[CH3:3].C([Li])CCC.CCCCCC.[CH3:35][C:36]([CH3:54])([CH3:53])[C:37]#[C:38]/[CH:39]=[CH:40]/[CH2:41][N:42]([CH2:44][C:45]1[CH:46]=[C:47]([CH:50]=[CH:51][CH:52]=1)[CH:48]=O)[CH3:43]>C1C=CC=CC=1>[CH3:35][C:36]([CH3:54])([CH3:53])[C:37]#[C:38]/[CH:39]=[CH:40]/[CH2:41][N:42]([CH2:44][C:45]1[CH:52]=[CH:51][CH:50]=[C:47]([CH:48]=[C:2]([CH3:4])[CH3:3])[CH:46]=1)[CH3:43] |f:0.1|. Reported procedure: Isopropyltriphenylphosphonium iodide (1.18 g; 2.73 mmol) was added to benzene (35 ml). While the mixture was stirred under nitrogen atmosphere at room temperature, n-butyl lithium in n-hexane (1.56 M: 1.8 ml; 2.73 mmol) was added dropwise. The mixture was stirred for 10 minutes, and Compound 8 (0.49 g; 1.82 mmol) in benzene (35 ml) was added dropwise thereto, followed by stirring for 3 hours at room temperature. Reaction was stopped by pouring the mixture into ice/water, followed by extraction w... Reactants: NC1=C(C=C(C=C1)O)F (4-amino-3-fluorophenol), C1(C2=C(C(=O)O1)CCCC2)=O (3,4,5,6-tetrahydrophthalic anhydride). Product: FC1=C(C=CC(=C1)O)N1C(C2=C(C1=O)CCCC2)=O (N-(2-fluoro-4-hydroxyphenyl)-3,4,5,6-tetrahydrophthalimide). RXN SMILES: [NH2:1][C:2]1[CH:7]=[CH:6][C:5]([OH:8])=[CH:4][C:3]=1[F:9].[C:10]1(=O)[O:15][C:13](=[O:14])[C:12]2[CH2:16][CH2:17][CH2:18][CH2:19][C:11]1=2>>[F:9][C:3]1[CH:4]=[C:5]([OH:8])[CH:6]=[CH:7][C:2]=1[N:1]1[C:13](=[O:14])[C:12]2[CH2:16][CH2:17][CH2:18][CH2:19][C:11]=2[C:10]1=[O:15]. Procedure details: The filtrate from Step A was mixed with 9.74 g (0.0640 mole) of 3,4,5,6-tetrahydrophthalic anhydride, and the mixture was heated at reflux for approximately 64 hours. At the end of this period, the dark brown solution was poured over ice and extracted in succession with ethyl acetate and diethyl ether. The extracts were combined, washed with water, dried over anhydrous magnesium sulfate, and filtered. The solvents were evaporated under reduced pressure from the filtrate, leaving a dark brown oil... Reactants: FC1=C(C=C(C(=O)NC=2C=C3C=C(NC3=CC2)C)C=C1)C(F)(F)F (4-Fluoro-N-(2-methyl-1H-indol-5-yl)-3-trifluoromethyl-benzamide), N1CCNCC1 (piperazine), crude mixture. Run in CN(C=O)C (N,N-dimethylformamide). Run at temperature 125 celsius. Yields the product CC=1NC2=CC=C(C=C2C1)NC(C1=CC(=C(C=C1)N1CCNCC1)C(F)(F)F)=O (N-(2-Methyl-1H-indol-5-yl)-4-piperazin-1-yl-3-trifluoromethyl-benzamide). Reaction SMILES: F[C:2]1[CH:20]=[CH:19][C:5]([C:6]([NH:8][C:9]2[CH:10]=[C:11]3[C:15](=[CH:16][CH:17]=2)[NH:14][C:13]([CH3:18])=[CH:12]3)=[O:7])=[CH:4][C:3]=1[C:21]([F:24])([F:23])[F:22].[NH:25]1[CH2:30][CH2:29][NH:28][CH2:27][CH2:26]1>CN(C)C=O>[CH3:18][C:13]1[NH:14][C:15]2[C:11]([CH:12]=1)=[CH:10][C:9]([NH:8][C:6](=[O:7])[C:5]1[CH:19]=[CH:20][C:2]([N:25]3[CH2:30][CH2:29][NH:28][CH2:27][CH2:26]3)=[C:3]([C:21]([F:24])([F:23])[F:22])[CH:4]=1)=[CH:17][CH:16]=2. Procedure: Synthesis: 4-Fluoro-3-trifluoromethyl benzoyl chloride (0.42 mL, 2.77 mmol) was added to a solution of 2-methyl-1H-indol-5-ylamine (472 mg, 3.23 mmol) and triethylamine (0.42 mL, 3.01 mmol) in anhydrous dichloromethane at room temperature. The reaction mixture was stirred at room temperature for two hours then diluted with a 1:1 mixture of ethyl acetate and water (80 mL). The organic layer was washed sequentially with 0.5N HCl, saturated NaHCO3, water, saturated NaCl and dried over anhydrous sod... The reactants are C(#N)C1=CC=C(C=C1)NC1=NC(=C2N=CN(C2=N1)C)OC1=C(C=C(C=C1C)C1=CC=C(C=C1)C(=O)O)C (4′-(2-(4-cyanophenylamino)-9-methyl-9H-purin-6-yloxy)-3′,5′-dimethylbiphenyl-4-carboxylic acid), C1=CC2=C(N=C1)N(N=N2)O (HOAt), CCN=C=NCCCN(C)C (EDCI), [Cl-].[NH4+] (ammonium chloride), TEA. Solvent: O (H2O). Run at temperature 80 celsius. Yields the product C(#N)C1=CC=C(C=C1)NC1=NC(=C2N=CN(C2=N1)C)OC1=C(C=C(C=C1C)C1=CC=C(C=C1)C(=O)N)C (4′-(2-(4-cyanophenylamino)-9-methyl-9H-purin-6-yloxy)-3′,5′-dimethylbiphenyl-4-carboxamide). Reaction SMILES: [C:1]([C:3]1[CH:8]=[CH:7][C:6]([NH:9][C:10]2[N:18]=[C:17]3[C:13]([N:14]=[CH:15][N:16]3[CH3:19])=[C:12]([O:20][C:21]3[C:26]([CH3:27])=[CH:25][C:24]([C:28]4[CH:33]=[CH:32][C:31]([C:34](O)=[O:35])=[CH:30][CH:29]=4)=[CH:23][C:22]=3[CH3:37])[N:11]=2)=[CH:5][CH:4]=1)#[N:2].C1C=[N:42]C2N(O)N=NC=2C=1.CCN=C=NCCCN(C)C.[Cl-].[NH4+]>O>[C:1]([C:3]1[CH:8]=[CH:7][C:6]([NH:9][C:10]2[N:18]=[C:17]3[C:13]([N:14]=[CH:15][N:16]3[CH3:19])=[C:12]([O:20][C:21]3[C:26]([CH3:27])=[CH:25][C:24]([C:28]4[CH:29]=[CH:30][C:31]([C:34]([NH2:42])=[O:35])=[CH:32][CH:33]=4)=[CH:23][C:22]=3[CH3:37])[N:11]=2)=[CH:5][CH:4]=1)#[N:2] |f:3.4|. Procedure: To a solution of 4′-(2-(4-cyanophenylamino)-9-methyl-9H-purin-6-yloxy)-3′,5′-dimethylbiphenyl-4-carboxylic acid (40 mg, 0.082 mmol), HOAt (23 mg, 0.18 mmol), and EDCI (35 mg, 0.18 mmol) was added ammonium chloride (25 mg, 0.47 mmol) followed by TEA (0.1 mL, 0.72 mmol) at rt. The reaction mixture was heated at 80° C. for 1 h and added H2O. The solid material which precipitated was collected by filtration and purified on silica gel preparative TLC to yield the desired compound. NMR (DMSO-d6): δ 10... Starting materials: CC(C)(C)OC(=O)N1CC(C(=O)O)C1, C[Si](C)(C)C=[N+]=[N-], CO. The product is COC(=O)C1CN(C(=O)OC(C)(C)C)C1. RXN SMILES: [C:1]([CH3:2])([CH3:3])([CH3:4])[O:5][C:6](=[O:7])[N:8]1[CH2:9][CH:10]([C:12](=[O:13])[OH:14])[CH2:11]1.[CH3:15][Si:16]([CH:17]=[N+:18]=[N-:19])([CH3:20])[CH3:21].[CH3:22][OH:23]>>[C:1]([CH3:2])([CH3:3])([CH3:4])[O:5][C:6](=[O:7])[N:8]1[CH2:9][CH:10]([C:12](=[O:13])[O:14][CH3:15])[CH2:11]1.